Dataset: the Open Reaction Database (ORD), a public repository of structured organic reaction records. Task: describe an organic reaction: reactants, conditions, products, and yield Starting materials: cupric chloride dihydrate, C(C)N1C(C=CC1=O)=O (N-ethylmaleimide), C([O-])(O)=O.[Na+] (sodium bicarbonate), ClC=1C=C(N)C=CC1Cl (3,4-dichloroaniline), N(=O)[O-].[Na+] (sodium nitrite). Run in CC(=O)C (acetone), Cl (hydrochloric acid), O (water), O (water). The product is ClC=1C=C(C=CC1Cl)C=1C(N(C(C1)=O)CC)=O (3-(3,4-dichlorophenyl)-1-ethyl-1H-pyrrole-2,5-dione). RXN SMILES: [Cl:1][C:2]1[CH:3]=[C:4]([CH:6]=[CH:7][C:8]=1[Cl:9])N.N([O-])=O.[Na+].[CH2:14]([N:16]1[C:20](=[O:21])[CH:19]=[CH:18][C:17]1=[O:22])[CH3:15].C(=O)(O)[O-].[Na+]>Cl.O.CC(C)=O>[Cl:1][C:2]1[CH:3]=[C:4]([C:18]2[C:17](=[O:22])[N:16]([CH2:14][CH3:15])[C:20](=[O:21])[CH:19]=2)[CH:6]=[CH:7][C:8]=1[Cl:9] |f:1.2,4.5|. Run at temperature 15 celsius, time 90 minute. Reported procedure: A 260 g portion of 3,4-dichloroaniline was dissolved in a mixture of 400 ml of concentrated hydrochloric acid and 1.5 liters of water, cooled to 15° C. in an ice-salt bath. A solution of 111 g of sodium nitrite in 250 ml of water was added dropwise, with stirring, over a 90 minute period. Then 40 g of cupric chloride dihydrate was added followed by 200 g of N-ethylmaleimide in one liter of warm acetone. The reaction mixture was cooled to 10° C. and sodium bicarbonate was added in portions over 2... Reactants: ClC1=C(C(=CC=C1)F)C1=NN(C(N1)=O)C1=CC(=C(C(=O)OC)C=C1)OC (methyl 4-(3-(2-chloro-6-fluorophenyl)-5-oxo-4,5-dihydro-1H-1,2,4-triazol-1-yl)-2-methoxybenzoate), [OH-].[Na+] (sodium hydroxide). The product is ClC1=C(C(=CC=C1)F)C1=NN(C(N1)=O)C1=CC(=C(C(=O)O)C=C1)OC (4-(3-(2-chloro-6-fluorophenyl)-5-oxo-4,5-dihydro-1H-1,2,4-triazol-1-yl)-2-methoxybenzoic acid). Yield: 0.1%. Reaction SMILES: [Cl:1][C:2]1[CH:7]=[CH:6][CH:5]=[C:4]([F:8])[C:3]=1[C:9]1[NH:13][C:12](=[O:14])[N:11]([C:15]2[CH:24]=[CH:23][C:18]([C:19]([O:21]C)=[O:20])=[C:17]([O:25][CH3:26])[CH:16]=2)[N:10]=1.[OH-].[Na+]>>[Cl:1][C:2]1[CH:7]=[CH:6][CH:5]=[C:4]([F:8])[C:3]=1[C:9]1[NH:13][C:12](=[O:14])[N:11]([C:15]2[CH:24]=[CH:23][C:18]([C:19]([OH:21])=[O:20])=[C:17]([O:25][CH3:26])[CH:16]=2)[N:10]=1 |f:1.2|. Reported procedure: The title compound was prepared according to the procedure described in step-3 of Intermediate-9 by using of methyl 4-(3-(2-chloro-6-fluorophenyl)-5-oxo-4,5-dihydro-1H-1,2,4-triazol-1-yl)-2-methoxybenzoate (1.0 g, 2.65 mol) and sodium hydroxide (0.210 g, 5.30 mmol) to afford 0.600 g of desired product. 1H NMR (300 MHz, DMSO d6): δ 3.84 (s, 3H), 7.59 (t, J=7.8 Hz, 2H), 7.67-7.75 (m, 3H), 7.81 (d, J=8.4 Hz, 1H), 12.58 (br, 1H), 12.80 (s, 1H); MS (m/z): 362.21 (M−H)−. Reactants: C1CCOC1, CN(C)CCN, CS(=O)(=O)Nc1ccc(C(=O)Cl)cc1. The product is CN(C)CCNC(=O)c1ccc(NS(C)(=O)=O)cc1. Reaction SMILES: [CH2:21]1[O:22][CH2:23][CH2:24][CH2:25]1.[CH3:15][N:16]([CH2:17][CH2:18][NH2:19])[CH3:20].[CH3:1][S:2](=[O:3])(=[O:4])[NH:5][c:6]1[cH:7][cH:8][c:9]([C:10](=[O:11])[Cl:12])[cH:13][cH:14]1>>[CH3:1][S:2](=[O:3])(=[O:4])[NH:5][c:6]1[cH:7][cH:8][c:9]([C:10](=[O:11])[NH:19][CH2:18][CH2:17][N:16]([CH3:15])[CH3:20])[cH:13][cH:14]1.